From a dataset of the Open Reaction Database (ORD), a public repository of structured organic reaction records. describe an organic reaction: reactants, conditions, products, and yield The reactants are C(=O)(OCC)C1=CC=C(C=C1)C=C(C)[N+](=O)[O-] (1-(4-carboethoxyphenyl)-2-nitroprop-1-ene), C(C)O (ethanol). Yields the product C(=O)(OCC)C1=CC=C(C=C1)CC(C)=O (1-(4-Carboethoxyphenyl)propan-2-one). RXN SMILES: [C:1]([C:6]1[CH:11]=[CH:10][C:9]([CH:12]=[C:13]([N+]([O-])=O)[CH3:14])=[CH:8][CH:7]=1)([O:3][CH2:4][CH3:5])=[O:2].C([OH:20])C>>[C:1]([C:6]1[CH:11]=[CH:10][C:9]([CH2:12][C:13](=[O:20])[CH3:14])=[CH:8][CH:7]=1)([O:3][CH2:4][CH3:5])=[O:2]. Procedure details: The title compound was prepared in an identical manner to that described in Description 2 using 1-(4-carboethoxyphenyl)-2-nitroprop-1-ene and replacing the solvent with ethanol. γ (CDCl3) 8.62 (3H, t, J=7 Hz), 7.87 (3H, s), 6.29 (2H, s), 5.64 (2H, q, J=7 Hz), 2.76 (2H, d, J=9 Hz), 2.0 (2H, d, J=9 Hz). Starting materials: C(C1=CC=CC=C1)C=1C(=NC=C(N1)C1=CC=C(C=C1)OC)N (3-benzyl-5-(4-methoxyphenyl)pyrazin-2-amine), COC=1C=C2C=CC=C(C2=CC1)C(=O)Cl (6-methoxy-1-naphthoyl chloride), O (water). Reagents/catalysts: CN(C1=CC=NC=C1)C (4-(dimethylamino)pyridine). The solvent is N1=CC=CC=C1 (pyridine). Reaction conditions: temperature 50 celsius. The product is C(C1=CC=CC=C1)C=1C(=NC=C(N1)C1=CC=C(C=C1)OC)N(C(=O)C1=CC=CC2=CC(=CC=C12)OC)C(=O)C1=CC=CC2=CC(=CC=C12)OC (N-[3-Benzyl-5-(4-methoxyphenyl)pyrazin-2-yl]-6-methoxy-N-(6-methoxy-1-naphthoyl)-1-naphthamide). Yield: 68.3%. As a reaction SMILES: [CH2:1]([C:8]1[C:9]([NH2:22])=[N:10][CH:11]=[C:12]([C:14]2[CH:19]=[CH:18][C:17]([O:20][CH3:21])=[CH:16][CH:15]=2)[N:13]=1)[C:2]1[CH:7]=[CH:6][CH:5]=[CH:4][CH:3]=1.[CH3:23][O:24][C:25]1[CH:26]=[C:27]2[C:32](=[CH:33][CH:34]=1)[C:31]([C:35](Cl)=[O:36])=[CH:30][CH:29]=[CH:28]2.[OH2:38]>N1C=CC=CC=1.CN(C)C1C=CN=CC=1>[CH2:1]([C:8]1[C:9]([N:22]([C:35]([C:31]2[C:32]3[C:27](=[CH:26][C:25]([O:24][CH3:23])=[CH:34][CH:33]=3)[CH:28]=[CH:29][CH:30]=2)=[O:38])[C:35]([C:31]2[C:32]3[C:27](=[CH:26][C:25]([O:24][CH3:23])=[CH:34][CH:33]=3)[CH:28]=[CH:29][CH:30]=2)=[O:36])=[N:10][CH:11]=[C:12]([C:14]2[CH:19]=[CH:18][C:17]([O:20][CH3:21])=[CH:16][CH:15]=2)[N:13]=1)[C:2]1[CH:7]=[CH:6][CH:5]=[CH:4][CH:3]=1. Procedure: Under an argon atmosphere, to a solution of 3-benzyl-5-(4-methoxyphenyl)pyrazin-2-amine (12) (synthesized by the process of M. Adamczyk, et al., Org. Prep. Proced. Int., 33, 477-485 (2001)) (500 mg, 1.72 mmol) in pyridine (5 mL) were successively added 4-(dimethylamino)pyridine (21.0 mg, 172 μmol) and 6-methoxy-1-naphthoyl chloride (22) prepared above at room temperature, and the mixture was heated with stirring at 50° C. 18 hours. After cooling to room temperature, to the mixture was added wate... The reactants are N(=O)[O-].[Na+] (sodium nitrite), NC1=C(C(=C(C(=O)O)C=C1F)F)C (4-amino-2,5-difluoro-3-methylbenzoic acid), C1(=CC=CC=C1)C (toluene), CCCCCC (n-hexane), cupric bromide, Br (hydrobromic acid). Run in O (water). Conditions: time 1 hour. Product: BrC1=C(C(=C(C(=O)O)C=C1F)F)C (4-bromo-2,5-difluoro-3-methylbenzoic acid). Reaction SMILES: N[C:2]1[C:10]([F:11])=[CH:9][C:5]([C:6]([OH:8])=[O:7])=[C:4]([F:12])[C:3]=1[CH3:13].N([O-])=O.[Na+].C1(C)C=CC=CC=1.CCCCCC.[BrH:31]>O>[Br:31][C:2]1[C:10]([F:11])=[CH:9][C:5]([C:6]([OH:8])=[O:7])=[C:4]([F:12])[C:3]=1[CH3:13] |f:1.2|. Reported procedure: In 658 ml of 4.7% hydrobromic acid was suspended 26.3 g of 4-amino-2,5-difluoro-3-methylbenzoic acid, and 161 g of cupric bromide was added to the suspension. To this suspension was dropwise added a solution of 16.5 g of sodium nitrite in 165 ml of water over one hour with ice-cooling, and the resulting mixture was stirred for one hour at the same temperature and then at room temperature for two hours. To the reaction mixture was added 700 ml of toluene and the organic layer formed was separated... Starting materials: CNC, CC#N, O=C(CN(C(=O)CCl)c1ccc(Oc2ccc([N+](=O)[O-])cn2)cc1)N1CCN(Cc2ccc3c(c2)OCO3)CC1, O. Yields the product CN(C)CC(=O)N(CC(=O)N1CCN(Cc2ccc3c(c2)OCO3)CC1)c1ccc(Oc2ccc([N+](=O)[O-])cn2)cc1. Reaction SMILES: [CH3:41][NH:42][CH3:43].[CH3:45][C:46]#[N:47].[Cl:1][CH2:2][C:3](=[O:4])[N:5]([CH2:6][C:7](=[O:8])[N:9]1[CH2:10][CH2:11][N:12]([CH2:15][c:16]2[cH:17][c:18]3[c:22]([cH:23][cH:24]2)[O:21][CH2:20][O:19]3)[CH2:13][CH2:14]1)[c:25]1[cH:26][cH:27][c:28]([O:31][c:32]2[n:33][cH:34][c:35]([N+:38](=[O:39])[O-:40])[cH:36][cH:37]2)[cH:29][cH:30]1.[OH2:44]>>[CH2:2]([C:3](=[O:4])[N:5]([CH2:6][C:7](=[O:8])[N:9]1[CH2:10][CH2:11][N:12]([CH2:15][c:16]2[cH:17][c:18]3[c:22]([cH:23][cH:24]2)[O:21][CH2:20][O:19]3)[CH2:13][CH2:14]1)[c:25]1[cH:26][cH:27][c:28]([O:31][c:32]2[n:33][cH:34][c:35]([N+:38](=[O:39])[O-:40])[cH:36][cH:37]2)[cH:29][cH:30]1)[N:42]([CH3:41])[CH3:43]. The reactants are BrC=1C=CC(=C(C(=O)OC)C1)O (methyl 5-bromo-2-hydroxyl-benzoate), C(C=C)Br (allyl bromide), C([O-])([O-])=O.[K+].[K+] (potassium carbonate). Solvent: CC(CC)=O (2-butanone). Yields the product C(C=C)OC1=C(C(=O)O)C=C(C=C1)Br (2-Allyloxy-5-bromo-benzoic acid). Reaction SMILES: [Br:1][C:2]1[CH:3]=[CH:4][C:5]([OH:12])=[C:6]([CH:11]=1)[C:7]([O:9]C)=[O:8].[CH2:13](Br)[CH:14]=[CH2:15].C(=O)([O-])[O-].[K+].[K+]>CC(=O)CC>[CH2:15]([O:12][C:5]1[CH:4]=[CH:3][C:2]([Br:1])=[CH:11][C:6]=1[C:7]([OH:9])=[O:8])[CH:14]=[CH2:13] |f:2.3.4|. Reported procedure: The reaction of methyl 5-bromo-2-hydroxyl-benzoate and allyl bromide in 2-butanone in the presence of potassium carbonate was performed as described in Example 2 to give 2-Allyloxy-5-bromo-benzoic acid as white powder. 1H-NMR (400 MHz, d6-DMSO): 12.98 (s, —CO2H); 7.73 (m, larom. H); 7.62 (m, 1 arom. H); 7.07 (m, 1 arom. H); 5.99 (m, —CH═CH2); 5.47, 5.25 (2 d-like, CH═CH2); 4.62 (d-like, CH2—CH═CH2). 13C-NMR (100 MHz, d6-DMSO): 165.99 (C═O); 156.10; 135.10; 133.00; 132.65; 123.86; 117.15; 116.12;... The reactants are O=C(O)C=CC(=O)O, CO, CC(C)(C)OC(=O)NC(Cc1ccccc1)C(=O)OC(CON=C(Cl)c1cccnc1)CN1CCCCC1. The product is O=C([O-])C=CC(=O)[O-], [Cl-]. As a reaction SMILES: [C:1]([CH:2]=[CH:3][C:4](=[O:5])[OH:6])(=[O:7])[OH:8].[CH3:47][OH:48].[CH3:9][C:10]([CH3:11])([O:12][C:13]([NH:14][CH:15]([CH2:16][c:17]1[cH:18][cH:19][cH:20][cH:21][cH:22]1)[C:23]([O:24][CH:25]([CH2:26][N:27]1[CH2:28][CH2:29][CH2:30][CH2:32][CH2:33]1)[CH2:34][O:35][N:36]=[C:37]([Cl:31])[c:38]1[cH:39][n:40][cH:41][cH:42][cH:43]1)=[O:44])=[O:45])[CH3:46]>>[C:1]([CH:2]=[CH:3][C:4](=[O:5])[O-:6])(=[O:7])[O-:8].[Cl-:31]. The reactants are ClC1=C2CCC(C2=C(C(=C1)Cl)I)=O (4,6-Dichloro-7-iodoindan-1-one), ice water, [BH4-].[Na+] (Sodium borohydride), [OH-].[Na+] (sodium hydroxide). Run in C(C)O (ethanol). Run at time 50 minute. Product: ClC1=C2CCC(C2=C(C(=C1)Cl)I)O (4,6-Dichloro-7-iodoindan-1-ol). The yield is 95.1%. RXN SMILES: [Cl:1][C:2]1[CH:10]=[C:9]([Cl:11])[C:8]([I:12])=[C:7]2[C:3]=1[CH2:4][CH2:5][C:6]2=[O:13].[BH4-].[Na+].[OH-].[Na+]>C(O)C>[Cl:1][C:2]1[CH:10]=[C:9]([Cl:11])[C:8]([I:12])=[C:7]2[C:3]=1[CH2:4][CH2:5][CH:6]2[OH:13] |f:1.2,3.4|. Reported procedure: 4,6-Dichloro-7-iodoindan-1-one (14.71 g., 45 mmoles) was suspended and partially dissolved in ethanol (140 ml). Sodium borohydride (1.70 g., 45 mmoles) was added and the mixture was stirred for 50 minutes. Aqueous sodium hydroxide 20% (w/v) (40 ml) was added and stirred for 10 minutes. The reaction mixture was poured into 700 mL of ice-water with vigorous stirring. The crystals were collected, washed with water, sucked dry and dried in a vacuum oven at 50° C. overnight to give 14.08 g of the tit... The reactants are COC1=C(OC2=CC=C(NC3=C(C=NC4=CC(=C(C=C34)OC)O)C#N)C=C2)C=CC=C1 (4-(4-(2-methoxyphenoxy)-anilino)-3-cyano-6-methoxy-7-hydroxyquinoline), ClCCCBr (1-chloro-3-bromopropane), [O-]CCCC.[K+] (potassium butoxide), O (Water). Solvent: CS(=O)C (dimethylsulphoxide). Reaction conditions: time 18 hour. Yields the product COC1=C(OC2=CC=C(NC3=C(C=NC4=CC(=C(C=C34)OC)OCCCCl)C#N)C=C2)C=CC=C1 (4-(4-(2-methoxyphenoxy)-anilino)-3-cyano-6-methoxy-7-(3-chloropropoxy)quinoline), intermediate 1. The yield is 77.0%. As a reaction SMILES: [CH3:1][O:2][C:3]1[CH:31]=[CH:30][CH:29]=[CH:28][C:4]=1[O:5][C:6]1[CH:27]=[CH:26][C:9]([NH:10][C:11]2[C:20]3[C:15](=[CH:16][C:17]([OH:23])=[C:18]([O:21][CH3:22])[CH:19]=3)[N:14]=[CH:13][C:12]=2[C:24]#[N:25])=[CH:8][CH:7]=1.[Cl:32][CH2:33][CH2:34][CH2:35]Br.[O-]CCCC.[K+].O>CS(C)=O>[CH3:1][O:2][C:3]1[CH:31]=[CH:30][CH:29]=[CH:28][C:4]=1[O:5][C:6]1[CH:27]=[CH:26][C:9]([NH:10][C:11]2[C:20]3[C:15](=[CH:16][C:17]([O:23][CH2:35][CH2:34][CH2:33][Cl:32])=[C:18]([O:21][CH3:22])[CH:19]=3)[N:14]=[CH:13][C:12]=2[C:24]#[N:25])=[CH:8][CH:7]=1 |f:2.3|. Procedure: The product of step 2 (206.5 mg, 0.5 mmole) and 1-chloro-3-bromopropane (95 mg, 0.6 mmole) was dissolved in dimethylsulphoxide (5 ml) in the presence of potassium butoxide (0.55 ml, 11.0M in THF, 0.55 mmole) in and the mixture held at room temperature for 18 hours. Water was added and the mixture extracted with ethyl acetate. The combined extracts were washed with water and brine then dried (MgSO4) and evaporated to give 4-(4-(2-methoxyphenoxy)-anilino)-3-cyano-6-methoxy-7-(3-chloropropoxy)quino...